Dataset: the Open Reaction Database (ORD), a public repository of structured organic reaction records. Task: describe an organic reaction: reactants, conditions, products, and yield Reactants: C1(CC1)C(CC#N)=O (3cyclopropyl-3-oxo-propanenitrile), O.NN (hydrazine hydrate). The solvent is C(C)O (ethanol). The product is C1(CC1)C1=NNC(=C1)N (3-Cyclopropyl-5-amino-1H-pyrazole). The yield is 80.0%. As a reaction SMILES: [CH:1]1([C:4](=O)[CH2:5][C:6]#[N:7])[CH2:3][CH2:2]1.O.[NH2:10][NH2:11]>C(O)C>[CH:1]1([C:4]2[CH:5]=[C:6]([NH2:7])[NH:11][N:10]=2)[CH2:3][CH2:2]1 |f:1.2|. Reported procedure: 5 g (0.046 mol) of 3cyclopropyl-3-oxo-propanenitrile were dissolved in 200 ml of ethanol and 2.26 ml (0.046 mol) of hydrazine hydrate were added. The solution was maintained at reflux for 5 hours and then the solvent evaporated under vacuum. The residue was re-dissolved with methylene chloride and washed several times with brine. The organic layer was dried over anhydrous sodium sulfate and the solvent evaporated to give 4.53 g (80% yield) of the title compound. Starting materials: C1(=CC=CC=C1)[C@H]1CC(=NO1)C(=O)C(C)=O (1-[(5R)-4,5-dihydro-5-phenyl-3-isoxazoyl]ethanone), BrBr (bromine). The solvent is ClCCCl (1,2-dichloroethane), O (water), ClC(C)Cl (dichloroethane). Reaction conditions: temperature 30 celsius. Product: BrCC(=O)C1=NO[C@H](C1)C1=CC=CC=C1 (2-bromo-1-[(5R)-4,5-dihydro-5-phenyl-3-isoxazolyl]ethanone). The yield is 72.9%. RXN SMILES: [C:1]1([C@@H:7]2[O:11][N:10]=[C:9]([C:12]([C:14](=O)C)=[O:13])[CH2:8]2)[CH:6]=[CH:5][CH:4]=[CH:3][CH:2]=1.[Br:17]Br>ClCCCl.ClC(Cl)C.O>[Br:17][CH2:14][C:12]([C:9]1[CH2:8][C@H:7]([C:1]2[CH:6]=[CH:5][CH:4]=[CH:3][CH:2]=2)[O:11][N:10]=1)=[O:13]. Procedure: 1-[(5R)-4,5-dihydro-5-phenyl-3-isoxazoyl]ethanone (3.2 g, 16.7 mmol) was dissolved in 1,2-dichloroethane (15 mL), and a solution of bromine (2.13 g, 13.3 mmol) in dichloroethane (5 mL) was added over 30 minutes while maintaining the temperature of the reaction mixture at about 30° C. The reaction mixture was diluted with water (10 mL), and the organic layer was concentrated under reduced pressure and purified by medium-pressure liquid chromatography using 35% of dichloromethane in hexanes as elu... Starting materials: Cc1cc(CBr)ccc1F, C1CCOC1, OCC=CCO, [H-], [Na+]. Yields the product Cc1cc(COCC=CCO)ccc1F. RXN SMILES: [Br:9][CH2:10][c:11]1[cH:12][c:13]([CH3:18])[c:14]([F:17])[cH:15][cH:16]1.[CH2:19]1[O:20][CH2:21][CH2:22][CH2:23]1.[CH2:3]([CH:4]=[CH:5][CH2:6][OH:7])[OH:8].[H-:2].[Na+:1]>>[CH2:3]([CH:4]=[CH:5][CH2:6][O:7][CH2:10][c:11]1[cH:12][c:13]([CH3:18])[c:14]([F:17])[cH:15][cH:16]1)[OH:8]. Reactants: Cl (HCl), C[Si](C)(C)Cl (TMSCl), [I-].[K+] (potassium iodide), C(C)(C)(C)OC(=O)N1C(=CC2=CC=C(C=C12)CN1CCN(CC1)C)C1=C(N=NC(=C1)C1=CC(=C(C(=C1)C)O)C)OC (2-[6-(4-Hydroxy-3,5-dimethyl-phenyl)-3-methoxy-pyridazin-4-yl]-6-(4-methyl-piperazin-1-ylmethyl)-indole-1-carboxylic acid tert-butyl ester). Reaction SMILES: C(OC([N:8]1[C:16]2[C:11](=[CH:12][CH:13]=[C:14]([CH2:17][N:18]3[CH2:23][CH2:22][N:21]([CH3:24])[CH2:20][CH2:19]3)[CH:15]=2)[CH:10]=[C:9]1[C:25]1[CH:30]=[C:29]([C:31]2[CH:36]=[C:35]([CH3:37])[C:34]([OH:38])=[C:33]([CH3:39])[CH:32]=2)[N:28]=[N:27][C:26]=1[O:40]C)=O)(C)(C)C.C[Si](Cl)(C)C.[I-].[K+].Cl>C(#N)C>[OH:38][C:34]1[C:33]([CH3:39])=[CH:32][C:31]([C:29]2[CH:30]=[C:25]([C:9]3[NH:8][C:16]4[C:11]([CH:10]=3)=[CH:12][CH:13]=[C:14]([CH2:17][N:18]3[CH2:23][CH2:22][N:21]([CH3:24])[CH2:20][CH2:19]3)[CH:15]=4)[C:26](=[O:40])[NH:27][N:28]=2)=[CH:36][C:35]=1[CH3:37] |f:2.3|. Product: OC1=C(C=C(C=C1C)C=1C=C(C(NN1)=O)C=1NC2=CC(=CC=C2C1)CN1CCN(CC1)C)C (6-(4-hydroxy-3,5-dimethyl-phenyl)-4-[6-(4-methyl-piperazin-1-ylmethyl)-1H-indol-2-yl]-2H-pyridazin-3-one). Run in C(C)#N (acetonitrile). Reported procedure: 475 mg 2-[6-(4-Hydroxy-3,5-dimethyl-phenyl)-3-methoxy-pyridazin-4-yl]-6-(4-methyl-piperazin-1-ylmethyl)-indole-1-carboxylic acid tert-butyl ester are dissolved in 10 mL acetonitrile. 432 □L TMSCl and 565 mg potassium iodide are added. The reaction mixture is heated to reflux for 3 hours. After cooling to rt, 1 mL conc. HCl is added and the reaction mixture stirred for 1 hour. Then the mixture was concentrated in vacuo. Purification by HPLC and addition of 1 N aq. HCl before lyophilisation afford... Run at time 1 hour. Isolated yield 14.0%. Starting materials: O=C(O)C1CCc2ccccc2C1, Cc1ccccc1, O=C(Cl)C(=O)Cl. The product is O=C(Cl)C1CCc2ccccc2C1. Reaction SMILES: [CH2:1]1[CH:2]([C:11](=[O:12])[OH:13])[CH2:3][CH2:4][c:5]2[cH:6][cH:7][cH:8][cH:9][c:10]21.[CH3:20][c:21]1[cH:22][cH:23][cH:24][cH:25][cH:26]1.[Cl:14][C:15]([C:16]([Cl:17])=[O:18])=[O:19]>>[CH2:1]1[CH:2]([C:11](=[O:13])[Cl:14])[CH2:3][CH2:4][c:5]2[cH:6][cH:7][cH:8][cH:9][c:10]21. Starting materials: C#CCOC1CCC2C3CCC4CC(=O)CCC4(C)C3CCC12C, [Li]C, ClCCl. Product: C#CCOC1CCC2C3CCC4CC(C)(O)CCC4(C)C3CCC12C. RXN SMILES: [CH2:1]([C:2]#[CH:3])[O:4][CH:5]1[C:6]2([CH3:7])[CH:8]([CH2:9][CH2:10]1)[CH:11]1[CH2:12][CH2:13][CH:14]3[CH2:15][C:16](=[O:24])[CH2:17][CH2:18][C:19]3([CH3:20])[CH:21]1[CH2:22][CH2:23]2.[CH3:25][Li:26].[Cl:27][CH2:28][Cl:29]>>[CH2:1]([C:2]#[CH:3])[O:4][CH:5]1[C:6]2([CH3:7])[CH:8]([CH2:9][CH2:10]1)[CH:11]1[CH2:12][CH2:13][CH:14]3[CH2:15][C:16]([OH:24])([CH3:25])[CH2:17][CH2:18][C:19]3([CH3:20])[CH:21]1[CH2:22][CH2:23]2. Starting materials: FC=1C=C(C=CC1F)I (3,4-difluoro-1-iodobenzene), CCOCC (ether). The reagents and catalysts are [Ni] (Ni). The product is FC=1C=C(C=CC1F)C1=CC=C(C=C1)OC (3,4-difluoro-4'-methoxybiphenyl). As a reaction SMILES: [F:1][C:2]1[CH:3]=[C:4](I)[CH:5]=[CH:6][C:7]=1[F:8].C[CH2:11][O:12][CH2:13][CH3:14]>[Ni]>[F:1][C:2]1[CH:3]=[C:4]([C:2]2[CH:3]=[CH:14][C:13]([O:12][CH3:11])=[CH:6][CH:7]=2)[CH:5]=[CH:6][C:7]=1[F:8]. Procedure: A p-methoxyphenylmagnesium halide as a Grignard reagent, obtained from a p-halogenoanisole (IV), is reacted with a 3,4-difluoro-1-iodobenzene (V) at a low temperature in the vicinity of 0° C. in an ether solvent in the presence of Ni catalyst to obtain a 3,4-difluoro-4'-methoxybiphenyl (VI), which is then reacted with HBr to obtain (III). These reactions are expressed by the following reaction equations: ##STR6## Reactants: C(C)OC(=O)N1CCC(CC1)NC=1SC2=C(N1)C=CC(=C2)Cl (4-(6-chloro-benzothiazol-2-ylamino)-piperidine-1-carboxylic acid ethyl ester), Br (hydrobromic acid). The solvent is O (water). Yields the product Br.Br.ClC1=CC2=C(N=C(S2)NC2CCNCC2)C=C1 ((6-Chloro-benzothiazol-2-yl)-piperidin-4-yl-amine dihydrobromide). Yield: 99.0%. Reaction SMILES: C(OC([N:6]1[CH2:11][CH2:10][CH:9]([NH:12][C:13]2[S:14][C:15]3[CH:21]=[C:20]([Cl:22])[CH:19]=[CH:18][C:16]=3[N:17]=2)[CH2:8][CH2:7]1)=O)C.[BrH:23]>O>[BrH:23].[BrH:23].[Cl:22][C:20]1[CH:19]=[CH:18][C:16]2[N:17]=[C:13]([NH:12][CH:9]3[CH2:8][CH2:7][NH:6][CH2:11][CH2:10]3)[S:14][C:15]=2[CH:21]=1 |f:3.4.5|. Reported procedure: A solution of 4-(6-chloro-benzothiazol-2-ylamino)-piperidine-1-carboxylic acid ethyl ester (2.60 g, 7.65 mmol) in hydrobromic acid 48% in water (60 mL) was heated to reflux for 18 h. Removal of hydrobromic acid under reduced pressure and precipitation from ethanol (50 mL) provided 3.26 g (99%) of the title compound which was used directly in the next step. 1H NMR (400 MHz, DMSO): δ 1.69-1.79 (m, 2H), 2.14-2.17 (m, 2H), 3.01-3.09 (m, 2H), 3.32-3.35 (m, 2H), 4.06 (br s, 1H), 7.31 (dd, J=8.4 Hz, J=... Starting materials: BrC=1C=C(C=O)C=C(C1OCOC)OCC (3-bromo-5-ethoxy-4-(methoxymethoxy)benzaldehyde), C(#N)[Cu] (CuCN), CCOC(=O)C (EtOAc). Solvent: CN(C)C=O (DMF). Run at temperature 180 celsius. The product is C(C)OC=1C(=C(C#N)C=C(C1)C=O)O (3-ethoxy-5-formyl-2-hydroxybenzonitrile). Isolated yield 49.8%. As a reaction SMILES: Br[C:2]1[CH:3]=[C:4]([CH:7]=[C:8]([O:14][CH2:15][CH3:16])[C:9]=1[O:10]COC)[CH:5]=[O:6].[C:17]([Cu])#[N:18].CCOC(C)=O>CN(C=O)C>[CH2:15]([O:14][C:8]1[C:9]([OH:10])=[C:2]([CH:3]=[C:4]([CH:5]=[O:6])[CH:7]=1)[C:17]#[N:18])[CH3:16]. Procedure: A mixture of 3-bromo-5-ethoxy-4-(methoxymethoxy)benzaldehyde (600 mg, 2.1 mmol) and CuCN (280 mg, 3.1 mmol) in DMF (10 mL) was heated at 180° C. for 4 hours. TLC (PE:EtOAc=1:1) indicated that the most of the starting material was consumed. The solvent was removed in vacuo, and the residue was purified by column chromatograph to afford 3-ethoxy-5-formyl-2-hydroxybenzonitrile (200 mg, yield: 50.0%). Yields the product Cc1ncc(NC(=O)C2(c3ccc4c(c3)OCO4)CC2)cc1-c1cccc(S(=O)(=O)N(C)C)c1. The reactants are CN(C)S(=O)(=O)c1cccc(B(O)O)c1, Cc1ncc(NC(=O)C2(c3ccc4c(c3)OCO4)CC2)cc1Br, Cc1ncc(NC(=O)C2(c3ccc4c(c3)OCO4)CC2)cc1-c1ccccc1. As a reaction SMILES: [CH3:1][N:2]([S:3](=[O:4])(=[O:5])[c:6]1[cH:7][c:8]([B:12]([OH:13])[OH:14])[cH:9][cH:10][cH:11]1)[CH3:15].[O:16]1[CH2:17][O:18][c:19]2[c:20]1[cH:21][cH:22][c:23]([C:25]1([C:28](=[O:29])[NH:30][c:31]3[cH:32][n:33][c:34]([CH3:38])[c:35]([Br:37])[cH:36]3)[CH2:26][CH2:27]1)[cH:24]2.[O:39]1[c:40]2[cH:41][cH:42][c:43]([C:44]3([C:45]([NH:46][c:47]4[cH:48][n:49][c:50]([CH3:51])[c:52](-[c:53]5[cH:54][cH:55][cH:56][cH:57][cH:58]5)[cH:59]4)=[O:60])[CH2:61][CH2:62]3)[cH:63][c:64]2[O:65][CH2:66]1>>[CH3:1][N:2]([S:3](=[O:4])(=[O:5])[c:6]1[cH:7][c:8](-[c:35]2[c:34]([CH3:38])[n:33][cH:32][c:31]([NH:30][C:28]([C:25]3([c:23]4[cH:22][cH:21][c:20]5[c:19]([cH:24]4)[O:18][CH2:17][O:16]5)[CH2:26][CH2:27]3)=[O:29])[cH:36]2)[cH:9][cH:10][cH:11]1)[CH3:15].